From a dataset of the Open Reaction Database (ORD), a public repository of structured organic reaction records. describe an organic reaction: reactants, conditions, products, and yield Reactants: C(C)(C)(C)OC(=O)NCC[C@@H]1CC[C@H](CC1)CO[Si](C)(C)C(C)(C)C (N-t-butoxycarbonyl-2-(trans-4-t-butyldimethylsilyloxymethylcyclohexyl)ethylamine), [F-].C(CCC)[N+](CCCC)(CCCC)CCCC (tetrabutylammonium fluoride), C(C)(=O)OCC (ethyl acetate). Run in O1CCCC1 (tetrahydrofuran). Product: C(C)(C)(C)OC(=O)NCC[C@@H]1CC[C@H](CC1)CO (Trans-4-(2-t-butoxycarbonylaminoethyl)-1-hydroxymethylcyclohexane). Yield: 64.8%. Reaction SMILES: [C:1]([O:5][C:6]([NH:8][CH2:9][CH2:10][C@H:11]1[CH2:16][CH2:15][C@H:14]([CH2:17][O:18][Si](C(C)(C)C)(C)C)[CH2:13][CH2:12]1)=[O:7])([CH3:4])([CH3:3])[CH3:2].[F-].C([N+](CCCC)(CCCC)CCCC)CCC.C(OCC)(=O)C>O1CCCC1>[C:1]([O:5][C:6]([NH:8][CH2:9][CH2:10][C@H:11]1[CH2:12][CH2:13][C@H:14]([CH2:17][OH:18])[CH2:15][CH2:16]1)=[O:7])([CH3:3])([CH3:4])[CH3:2] |f:1.2|. Reported procedure: In 10 ml of dry tetrahydrofuran was dissolved 1.05 g of N-t-butoxycarbonyl-2-(trans-4-t-butyldimethylsilyloxymethylcyclohexyl)ethylamine, and 8.48 ml of tetrabutylammonium fluoride (1.0M tetrahydrofuran solution) were added dropwise thereto with stirring under ice-cooling, and the resulting mixture was stirred at room temperature overnight. To the reaction mixture were added 150 ml of ethyl acetate, and the mixture was washed with an aqueous sodium bicarbonate solution and an aqueous sodium chlo... Reactants: ice, C(CC1=CC=CC=C1)N (phenethyl amine), three, [N-](C#N)C#N.[Na+] (sodium dicyanamide), Cl (hydrochloric acid). Solvent: O (water). Run at temperature 50 celsius. Yields the product C(CC1=CC=CC=C1)NC(=N)NC#N (1-Phenethyl-3-cyanoguanidine). RXN SMILES: [CH2:1]([NH2:9])[CH2:2][C:3]1[CH:8]=[CH:7][CH:6]=[CH:5][CH:4]=1.Cl.[N-:11]([C:14]#[N:15])[C:12]#[N:13].[Na+]>O>[CH2:1]([NH:9][C:14]([NH:11][C:12]#[N:13])=[NH:15])[CH2:2][C:3]1[CH:8]=[CH:7][CH:6]=[CH:5][CH:4]=1 |f:2.3|. Procedure: 48.25 g (0.398 moles) of phenethyl amine is charged to a 500 mL three neck round bottom flask equipped with a stirring shaft and a dropping funnel. The flask is cooled in an ice bath as 38.59 g (0.398 moles) of concentrated hydrochloric acid is added dropwise. After the addition of the acid, the ice bath is replaced by a heating mantle and the mixture is heated to 50° C. 37.20 g (0.418 moles) of sodium dicyanamide is added to the flask with stirring. The mixture is heated to 100° C. and stirred ...